This data is from the Open Reaction Database (ORD), a public repository of structured organic reaction records. The task is: describe an organic reaction: reactants, conditions, products, and yield The reactants are [H-], CI, [Na+], CN(C)C=O, O=C1c2ccccc2C(=O)N1C1CCCC(CO)C1. As a reaction SMILES: [H-:21].[I:22][CH3:23].[Na+:20].[O:24]=[CH:25][N:26]([CH3:27])[CH3:28].[OH:1][CH2:2][CH:3]1[CH2:4][CH:5]([N:9]2[C:10](=[O:19])[c:11]3[cH:12][cH:13][cH:14][cH:15][c:16]3[C:17]2=[O:18])[CH2:6][CH2:7][CH2:8]1>>[O:1]([CH2:2][CH:3]1[CH2:4][CH:5]([N:9]2[C:10](=[O:19])[c:11]3[cH:12][cH:13][cH:14][cH:15][c:16]3[C:17]2=[O:18])[CH2:6][CH2:7][CH2:8]1)[CH3:23]. Product: COCC1CCCC(N2C(=O)c3ccccc3C2=O)C1. Reactants: O=C1NC2=NC=C(C=C2CC12CCN(CC2)C(=O)OC(C)(C)C)\C=C\C(N2CC=C(CC2)CC=2SC=CN2)=O ((E)-tert-butyl 2-oxo-6-(3-oxo-3-(4-(thiazol-2-ylmethyl)-5,6-dihydropyridin-1(2H)-yl)prop-1-en-1-yl)-2,4-dihydro-1H-spiro[[1,8]naphthyridine-3,4′-piperidine]-1′-carboxylate), O=C1NC2=NC=C(C=C2CC12CCN(CC2)C(=O)OC(C)(C)C)\C=C\C(N2CC=C(CC2)CC=2SC=CN2)=O ((E)-tert-butyl 2-oxo-6-(3-oxo-3-(4-(thiazol-2-ylmethyl)-5,6-dihydropyridin-1(2H)-yl)prop-1-en-1-yl)-2,4-dihydro-1H-spiro[[1,8]naphthyridine-3,4′-piperidine]-1′-carboxylate), FC(C(=O)O)(F)F (trifluoro acetic acid). The solvent is C(Cl)Cl (CH2Cl2). Reaction conditions: temperature 27.5 celsius, time 4 hour. Yields the product FC(C(=O)O)(F)F.O=C(/C=C/C=1C=C2CC3(CCNCC3)C(NC2=NC1)=O)N1CC=C(CC1)CC=1SC=CN1 ((E)-6-(3-oxo-3-(4-(thiazol-2-ylmethyl)-5,6-dihydropyridin-1(2H)-yl)prop-1-en-1-yl)-1H-spiro[[1,8]naphthyridine-3,4′-piperidin]-2(4H)-one 2,2,2-trifluoroacetate). Isolated yield 58.4%. As a reaction SMILES: [O:1]=[C:2]1[C:11]2([CH2:16][CH2:15][N:14](C(OC(C)(C)C)=O)[CH2:13][CH2:12]2)[CH2:10][C:9]2[C:4](=[N:5][CH:6]=[C:7](/[CH:24]=[CH:25]/[C:26](=[O:39])[N:27]3[CH2:32][CH2:31][C:30]([CH2:33][C:34]4[S:35][CH:36]=[CH:37][N:38]=4)=[CH:29][CH2:28]3)[CH:8]=2)[NH:3]1.[F:40][C:41]([F:46])([F:45])[C:42]([OH:44])=[O:43]>C(Cl)Cl>[F:40][C:41]([F:46])([F:45])[C:42]([OH:44])=[O:43].[O:39]=[C:26]([N:27]1[CH2:32][CH2:31][C:30]([CH2:33][C:34]2[S:35][CH:36]=[CH:37][N:38]=2)=[CH:29][CH2:28]1)/[CH:25]=[CH:24]/[C:7]1[CH:8]=[C:9]2[C:4](=[N:5][CH:6]=1)[NH:3][C:2](=[O:1])[C:11]1([CH2:16][CH2:15][NH:14][CH2:13][CH2:12]1)[CH2:10]2 |f:3.4|. Procedure details: To a stirred solution of (E)-tert-butyl 2-oxo-6-(3-oxo-3-(4-(thiazol-2-ylmethyl)-5,6-dihydropyridin-1(2H)-yl)prop-1-en-1-yl)-2,4-dihydro-1H-spiro[[1,8]naphthyridine-3,4′-piperidine]-1′-carboxylate (Compound 1) (0.6 g, 1.52 mmol) in CH2Cl2 (15 mL) was added trifluoro acetic acid (0.58 mL, 7.61 mmol) at 20-35° C. and the reaction mixture was allowed to stir at 20-35° C. for 4 h. Then the reaction mixture was rotary evaporated under vacuum to get residue which was triturated with diethyl ether to g... The reactants are [N+](=O)([O-])C1=CC=C(CP(O)(O)=O)C=C1 (4-Nitrobenzylphosphonic acid), CC(CO)CO (2-methyl-1,3-propanediol). Yields the product CC1COP(OC1)(CC1=CC=C(C=C1)[N+](=O)[O-])=O (5-methyl-2-(4-nitrobenzyl)-1,3,2-dioxaphosphorinan-2-oxide). Reaction SMILES: [N+:1]([C:4]1[CH:14]=[CH:13][C:7]([CH2:8][P:9](=[O:12])([OH:11])[OH:10])=[CH:6][CH:5]=1)([O-:3])=[O:2].[CH3:15][CH:16]([CH2:19]O)[CH2:17]O>>[CH3:15][CH:16]1[CH2:19][O:11][P:9](=[O:10])([CH2:8][C:7]2[CH:13]=[CH:14][C:4]([N+:1]([O-:3])=[O:2])=[CH:5][CH:6]=2)[O:12][CH2:17]1. Procedure: 4-Nitrobenzylphosphonic acid and 2-methyl-1,3-propanediol were treated in the same manner as in Reference Example 20 to yield 5-methyl-2-(4-nitrobenzyl)-1,3,2-dioxaphosphorinan-2-oxide, which was then recrystallized from ethanol-hexane to yield colorless prisms having a melting point of 170°-171° C. Starting materials: IC1=C(CO)C=CC=C1 (2-iodobenzylalcohol), N1C=NC=C1 (imidazole), CC(C)(C)[Si](C)(C)Cl (TBSCl), O (water). Solvent: CN(C)C=O (DMF). Conditions: time 5 hour. Yields the product CC(C)(C)[Si](C)(C)OCC1=C(C=CC=C1)I ((1,1-Dimethylethyl)[(2-iodophenyl)methoxy]dimethylsilane). Isolated yield 89.2%. As a reaction SMILES: [I:1][C:2]1[CH:9]=[CH:8][CH:7]=[CH:6][C:3]=1[CH2:4][OH:5].N1C=CN=C1.[CH3:15][C:16]([Si:19](Cl)([CH3:21])[CH3:20])([CH3:18])[CH3:17].O>CN(C=O)C>[CH3:15][C:16]([Si:19]([O:5][CH2:4][C:3]1[CH:6]=[CH:7][CH:8]=[CH:9][C:2]=1[I:1])([CH3:21])[CH3:20])([CH3:18])[CH3:17]. Reported procedure: To a stirring solution of 2-iodobenzylalcohol (2.34 g, 10 mmol) in 50 mL DMF was added imidazole (1.02 g, 15 mmol, 1.5 equiv) and TBSCl (1.66 g, 11 mmol, 1.1 equiv). The mixture was stirred at room temperature for 5 h, then 40 mL of water was added. The mixture was transferred to a separatory funnel. The aqueous layer was separated and extracted with ether (2×40 mL). The combined organic layers were then washed with water (2×40 mL), dried with MgSO4 and filtered. The solvent was removed in vacuo... Reactants: [OH-].[Na+] (sodium hydroxide), COC(CC=1NC(C(=C(N1)N1CCOCC1)F)=O)=O ((5-fluoro-4-morpholin-4-yl-6-oxo-1,6-dihydropyrimidin-2-yl)acetic acid methyl ester). Run in C1CCOC1 (THF). Conditions: time 24 hour. Yields the product FC1=C(N=C(NC1=O)CC(=O)[O-])N1CCOCC1.[Na+] (sodium (5-fluoro-4-morpholin-4-yl-6-oxo-1,6-dihydropyrimidin-2-yl)acetate). RXN SMILES: [OH-].[Na+:2].C[O:4][C:5](=[O:21])[CH2:6][C:7]1[NH:8][C:9](=[O:20])[C:10]([F:19])=[C:11]([N:13]2[CH2:18][CH2:17][O:16][CH2:15][CH2:14]2)[N:12]=1>C1COCC1>[F:19][C:10]1[C:9](=[O:20])[NH:8][C:7]([CH2:6][C:5]([O-:21])=[O:4])=[N:12][C:11]=1[N:13]1[CH2:14][CH2:15][O:16][CH2:17][CH2:18]1.[Na+:2] |f:0.1,4.5|. Procedure details: 0.43 ml of 2N sodium hydroxide is added to a solution of 116 mg of (5-fluoro-4-morpholin-4-yl-6-oxo-1,6-dihydropyrimidin-2-yl)acetic acid methyl ester in 1.2 ml of THF. The reaction medium is stirred at ambient temperature for 24 hours. The reaction medium is concentrated under reduced pressure. The residue obtained is oven-dried under vacuum in the presence of P2O5 so as to give 110 mg of sodium (5-fluoro-4-morpholin-4-yl-6-oxo-1,6-dihydropyrimidin-2-yl)acetate, the characteristics of which are...